This data is from the Open Reaction Database (ORD), a public repository of structured organic reaction records. The task is: describe an organic reaction: reactants, conditions, products, and yield The reactants are CC(=CCC/C(=C/CC/C(=C/CO)/C)/C)C (All-trans-farnesol), C(C=C)(=O)OC (methyl acrylate), CC(C)([O-])C.[K+].O1CCCC1.C(C)(C)(C)O (potassium-tert butoxide tetrahydorfuran t-butanol), Cl (HCl). The product is C(C=C(C)CCC=C(C)CCC=C(C)C)OCCC(=O)O (3-farnesyloxypropionic acid). RXN SMILES: [CH3:1][C:2]([CH3:16])=[CH:3][CH2:4][CH2:5]/[C:6](/[CH3:15])=[CH:7]/[CH2:8][CH2:9]/[C:10](/[CH3:14])=[CH:11]/[CH2:12][OH:13].[C:17]([O:21]C)(=[O:20])[CH:18]=[CH2:19].CC(C)([O-])C.[K+].O1CCCC1.C(O)(C)(C)C.Cl>>[CH2:12]([O:13][CH2:19][CH2:18][C:17]([OH:21])=[O:20])[CH:11]=[C:10]([CH2:9][CH2:8][CH:7]=[C:6]([CH2:5][CH2:4][CH:3]=[C:2]([CH3:16])[CH3:1])[CH3:15])[CH3:14] |f:2.3.4.5|. Procedure details: All-trans-farnesol was reacted with methyl acrylate in the presence of one equivalent of 0.1 equivalent of potassium-tert butoxide/tetrahydorfuran/t-butanol for three hours at room temperature. The solution was acidified with 0.1N HCl, evaporated to dryness, and purified by thin layer chromatography on silica. The free acid was prepared by treatment of the ester with potassium hydroxide in methanol. The product showed the anticipated nmr and infrared spectra.